From a dataset of the Open Reaction Database (ORD), a public repository of structured organic reaction records. describe an organic reaction: reactants, conditions, products, and yield The reactants are CS(=O)(=O)C1=CC=C(C=O)C=C1 (4-(methylsulfonyl)benzaldehyde), ClC1=CC=C(CC2C(OC(OC2=O)(C)C)=O)C=C1 (5-(4-chlorobenzyl)-2,2-dimethyl-1,3-dioxane-4,6-dione), BrC=1C=C2C(=C(C(=NC2=CC1)Cl)CC1=CC=C(C=C1)Cl)Cl (6-bromo-2,4-dichloro-3-(4-chlorobenzyl)quinoline). The product is CS(=O)(=O)C1=CC=C(CC2C(OC(OC2=O)(C)C)=O)C=C1 (5-(4-Methylsulfonylbenzyl)-2,2-dimethyl-1,3-dioxane-4,6-dione). As a reaction SMILES: [CH3:1][S:2]([C:5]1[CH:12]=[CH:11][C:8]([CH:9]=O)=[CH:7][CH:6]=1)(=[O:4])=[O:3].ClC1C=CC(C[CH:19]2[C:24](=[O:25])[O:23][C:22]([CH3:27])([CH3:26])[O:21][C:20]2=[O:28])=CC=1.BrC1C=C2C(=CC=1)N=C(Cl)C(CC1C=CC(Cl)=CC=1)=C2Cl>>[CH3:1][S:2]([C:5]1[CH:12]=[CH:11][C:8]([CH2:9][CH:19]2[C:24](=[O:25])[O:23][C:22]([CH3:27])([CH3:26])[O:21][C:20]2=[O:28])=[CH:7][CH:6]=1)(=[O:4])=[O:3]. Procedure details: The title compound was prepared using 4-(methylsulfonyl)benzaldehyde in place of 4-chlorobenzaldehyde using the procedure described for the preparation of 5-(4-chlorobenzyl)-2,2-dimethyl-1,3-dioxane-4,6-dione (Intermediate 3: step a). Reactants: C(C)C(C=CC(=O)[O-])CC (4-ethyl-2-hexenoate). The reagents and catalysts are [Pd] (palladium on activated carbon), [Pd] (palladium on activated carbon). Run in O1CCCC1 (tetrahydrofuran), C(C)O (ethanol). Conditions: time 3.5 hour. The product is C(C)C(CCC(=O)O)CC (4-Ethylhexanoic Acid). Yield: 83.2%. As a reaction SMILES: [CH2:1]([CH:3]([CH2:9][CH3:10])[CH:4]=[CH:5][C:6]([O-:8])=[O:7])[CH3:2]>O1CCCC1.C(O)C.[Pd]>[CH2:1]([CH:3]([CH2:9][CH3:10])[CH2:4][CH2:5][C:6]([OH:8])=[O:7])[CH3:2]. Reported procedure: Eethyl 4-ethyl-2-hexenoate (55.3 g) was dissolved in a mixture of tetrahydrofuran (150 mL) and ethanol (150 mL). To the solution was added 5 w/w % palladium on activated carbon (5.5 g). The mixture was stirred at RT for 3.5 hr under hydrogen atmosphere (1 atm). The 5 w/w % palladium on activated carbon was filtered off using Celite. To the filtrate was added aqueous 4 N sodium hydroxide (111 mL). The mixture was stirred at RT overnight. The reaction mixture was washed with hexane. To the aqueous... Yields the product O=C(NN1CCCCC1)c1cnc(-c2ccccc2)c(-c2ccccc2)n1. Reaction SMILES: [CH2:29]([Cl:30])[CH2:31][Cl:32].[CH3:41][N:42]([c:43]1[cH:44][cH:45][n:46][cH:47][cH:48]1)[CH3:49].[Cl:33][CH2:34][Cl:35].[NH2:22][N:23]1[CH2:24][CH2:25][CH2:26][CH2:27][CH2:28]1.[O:36]=[CH:37][N:38]([CH3:39])[CH3:40].[c:1]1(-[c:7]2[n:8][cH:9][c:10]([C:19](=[O:20])[OH:21])[n:11][c:12]2-[c:13]2[cH:14][cH:15][cH:16][cH:17][cH:18]2)[cH:2][cH:3][cH:4][cH:5][cH:6]1>>[c:1]1(-[c:7]2[n:8][cH:9][c:10]([C:19](=[O:20])[NH:22][N:23]3[CH2:24][CH2:25][CH2:26][CH2:27][CH2:28]3)[n:11][c:12]2-[c:13]2[cH:14][cH:15][cH:16][cH:17][cH:18]2)[cH:2][cH:3][cH:4][cH:5][cH:6]1. Starting materials: ClCCCl, CN(C)c1ccncc1, ClCCl, NN1CCCCC1, CN(C)C=O, O=C(O)c1cnc(-c2ccccc2)c(-c2ccccc2)n1. The reactants are aldehyde, Cl.CNC (dimethylamine hydrochloride), C(C)(=O)[O-].[Na+] (sodium acetate), C(#N)[BH3-].[Na+] (sodium cyanoborohydride), N[C@@H](C)C(=O)O (L-alanine), CC1(COC(=N1)/C=C/C2=CC=CC=C2)C (p1886). Solvent: CO (methanol), ClCCl (dichloromethane), C(C)(=O)OCC (ethyl acetate). Conditions: time 8 hour. Yields the product C(C)(C)(C)OC(=O)N[C@H](C=O)C (2-(S)-[N-(tert-Butoxycarbonyl)amino]propanal), dimethylamino. Reaction SMILES: [NH2:1][C@H:2]([C:4]([OH:6])=O)[CH3:3].CC1(C)N=C(/C=[CH:14]/[C:15]2[CH:20]=CC=C[CH:16]=2)OC1.Cl.CNC.[C:26]([O-:29])(=[O:28])C.[Na+].C([BH3-])#N.[Na+]>CO.C(OCC)(=O)C.ClCCl>[C:15]([O:29][C:26]([NH:1][C@@H:2]([CH3:3])[CH:4]=[O:6])=[O:28])([CH3:14])([CH3:16])[CH3:20] |f:2.3,4.5,6.7|. Procedure details: 2-(S)-[N-(tert-Butoxycarbonyl)amino]propanal was prepared from L-alanine according to the procedure described in the literature (Chakravarty et al, J. Med. Chem 1989, p1886). A mixture of the aldehyde (2.62 g), dimethylamine hydrochloride (2.47 g), sodium acetate (1.99 g) and sodium cyanoborohydride (1.43 g) in methanol (45 mL) was stirred at room temperature for 8 hours. The reaction mixture was dissolved in ethyl acetate, washed with water, dried (MgSO4), and the solvent removed in vacuo to yi...